From a dataset of the Open Reaction Database (ORD), a public repository of structured organic reaction records. describe an organic reaction: reactants, conditions, products, and yield Reactants: NC=1C=C(C=C2C(NC(S2)=O)=O)C=CC1 (5-(3-Amino-benzylidene)-thiazolidine-2,4-dione), ClC=1C=C2C(C(=O)OC2=O)=CC1Cl (4,5-dichlorophthalic anhydride). Reagents/catalysts: CN(C)C=1C=CN=CC1 (DMAP). Solvent: C1CCOC1 (THF). Reaction conditions: time 8 hour. Yields the product ClC=1C=C(C(C(=O)O)=CC1Cl)C(=O)NC1=CC(=CC=C1)C=C1C(NC(S1)=O)=O (4,5-Dichloro-N-[3-(2,4-dioxo-thiazolidin-5-ylidenemethyl)-phenyl]-phthalamic acid). As a reaction SMILES: [NH2:1][C:2]1[CH:3]=[C:4]([CH:13]=[CH:14][CH:15]=1)[CH:5]=[C:6]1[S:10][C:9](=[O:11])[NH:8][C:7]1=[O:12].[Cl:16][C:17]1[CH:18]=[C:19]2[C:24](=[O:25])[O:23][C:21](=[O:22])[C:20]2=[CH:26][C:27]=1[Cl:28]>C1COCC1.CN(C1C=CN=CC=1)C>[Cl:16][C:17]1[CH:18]=[C:19]([C:24]([NH:1][C:2]2[CH:15]=[CH:14][CH:13]=[C:4]([CH:5]=[C:6]3[S:10][C:9](=[O:11])[NH:8][C:7]3=[O:12])[CH:3]=2)=[O:25])[C:20](=[CH:26][C:27]=1[Cl:28])[C:21]([OH:23])=[O:22]. Reported procedure: 5-(3-Amino-benzylidene)-thiazolidine-2,4-dione was dissolved in THF and treated with a solution of 4,5-dichlorophthalic anhydride and a catalytic amount of DMAP. The solution was stirred for 8 hours, then filtered and concentrated under vacuum. The residue was dissolved in EtOAc and washed with water. The organic layer was concentrated to an oil and triturated with hexane to give the product as a solid which was collected by filtration. Reactants: O=C(O)c1cn(C2CC2)c2c(F)c(F)c(F)c(F)c2c1=O, CC1CNCC1N, Cc1ccccc1C. The product is CC1CN(c2c(F)c(F)c3c(=O)c(C(=O)O)cn(C4CC4)c3c2F)CC1N. Reaction SMILES: [CH:1]1([n:4]2[cH:5][c:6]([C:19](=[O:20])[OH:21])[c:7](=[O:18])[c:8]3[c:9]([F:17])[c:10]([F:16])[c:11]([F:15])[c:12]([F:14])[c:13]23)[CH2:2][CH2:3]1.[NH2:22][CH:23]1[CH2:24][NH:25][CH2:26][CH:27]1[CH3:28].[c:29]1([CH3:30])[c:31]([CH3:32])[cH:33][cH:34][cH:35][cH:36]1>>[CH:1]1([n:4]2[cH:5][c:6]([C:19](=[O:20])[OH:21])[c:7](=[O:18])[c:8]3[c:9]([F:17])[c:10]([F:16])[c:11]([N:25]4[CH2:24][CH:23]([NH2:22])[CH:27]([CH3:28])[CH2:26]4)[c:12]([F:14])[c:13]23)[CH2:2][CH2:3]1. Reactants: COC(=O)[C@H]1C[C@H](C1)C(C(=O)OCC1=CC=CC=C1)C(=O)OC (benzyl methyl cis-3-methoxycarbonylcyclobutylmalonate), BrCC1=CC=CC2=CC=CC=C12 (1-(bromomethyl)naphthalene), Cl (hydrochloric acid), CC(C)([O-])C.[K+] (potassium t-butoxide). Solvent: O1CCCC1 (tetrahydrofuran), C1(=CC=CC=C1)C (toluene), O1CCCC1 (tetrahydrofuran). Reaction conditions: temperature 0 celsius, time 4 hour. Yields the product COC(=O)C(C(=O)OCC1=CC=CC=C1)(CC1=CC=CC2=CC=CC=C12)[C@@H]1C[C@@H](C1)C(=O)OC (Benzyl cis-2-methoxycarbonyl-2-(3-methoxycarbonylcyclobutyl)-3-naphthylpropanoate). RXN SMILES: CC(C)([O-])C.[K+].[CH3:7][O:8][C:9]([C@@H:11]1[CH2:14][C@H:13]([CH:15]([C:26]([O:28][CH3:29])=[O:27])[C:16]([O:18][CH2:19][C:20]2[CH:25]=[CH:24][CH:23]=[CH:22][CH:21]=2)=[O:17])[CH2:12]1)=[O:10].Br[CH2:31][C:32]1[C:41]2[C:36](=[CH:37][CH:38]=[CH:39][CH:40]=2)[CH:35]=[CH:34][CH:33]=1.Cl>O1CCCC1.C1(C)C=CC=CC=1>[CH3:29][O:28][C:26]([C:15]([C@H:13]1[CH2:14][C@@H:11]([C:9]([O:8][CH3:7])=[O:10])[CH2:12]1)([CH2:31][C:32]1[C:41]2[C:36](=[CH:37][CH:38]=[CH:39][CH:40]=2)[CH:35]=[CH:34][CH:33]=1)[C:16]([O:18][CH2:19][C:20]1[CH:21]=[CH:22][CH:23]=[CH:24][CH:25]=1)=[O:17])=[O:27] |f:0.1|. Reported procedure: To a stirred suspension of potassium t-butoxide (0.44 g, 3.93 mmol) in dry tetrahydrofuran (20 ml) cooled to 0° C. under a nitrogen atmosphere was added dropwise a solution of benzyl methyl cis-3-methoxycarbonylcyclobutylmalonate (1.25 g, 3.9 mmol) in dry tetrahydrofuran (20 ml) followed by dropwise addition of 1-(bromomethyl)naphthalene (2.58 g, 11.7 mmol) in dry toluene (15 ml). Stirring was continued at 0° C. for 4 hours, aqueous hydrochloric acid (2M, 15 ml) was then added and the mixture ex... Starting materials: CS(=O)(=O)C1=CC=C(C=C1)C(CCC(C)=O)=O (1-(4-methylsulfonylphenyl)-1,4-pentanedione), FC=1C=C(N)C=CC1F (3,4-difluoroaniline), C1(=CC=C(C=C1)S(=O)(=O)O)C (p-toluenesulfonic acid). Solvent: C1(=CC=CC=C1)C (toluene). Product: FC=1C=C(C=CC1F)N1C(=CC=C1C1=CC=C(C=C1)S(=O)(=O)C)C (1-(3,4-difluorophenyl)-2-methyl-5-[4-(methylsulfonyl)phenyl]-1H-pyrrole). Yield: 90.3%. RXN SMILES: [CH3:1][S:2]([C:5]1[CH:10]=[CH:9][C:8]([C:11](=O)[CH2:12][CH2:13][C:14](=O)[CH3:15])=[CH:7][CH:6]=1)(=[O:4])=[O:3].[F:18][C:19]1[CH:20]=[C:21]([CH:23]=[CH:24][C:25]=1[F:26])[NH2:22].C1(C)C=CC(S(O)(=O)=O)=CC=1>C1(C)C=CC=CC=1>[F:18][C:19]1[CH:20]=[C:21]([N:22]2[C:11]([C:8]3[CH:9]=[CH:10][C:5]([S:2]([CH3:1])(=[O:4])=[O:3])=[CH:6][CH:7]=3)=[CH:12][CH:13]=[C:14]2[CH3:15])[CH:23]=[CH:24][C:25]=1[F:26]. Procedure details: A mixture of 1-(4-methylsulfonylphenyl)-1,4-pentanedione (Example 1, Step 2) (300 mg, 1.18 mmol), 3,4-difluoroaniline (0.13 ml, 1.3 mmol) and p-toluenesulfonic acid (25 mg) in toluene (80 ml) was heated to reflux for 24 hours. The reaction mixture was cooled, filtered and concentrated. The crude dark orange solid (700 mg) was purified by chromatography (silica gel, hexane/ethyl acetate, 7/3) to give 1-(3,4-difluorophenyl)-2-methyl-5-[4-(methylsulfonyl)phenyl]-1H-pyrrole (370 mg, 90%) as a white ... Starting materials: FC1=C(C(=C(C=C1OC)OC)F)C1=NC=C2C(=N1)NN=C2I (6-(2,6-difluoro-3,5-dimethoxyphenyl)-3-iodo-1H-pyrazolo[3,4-d]pyrimidine), CN(C(=O)C1OC2=C(C1)C=C(C=C2)B2OC(C(O2)(C)C)(C)C)C (N,N-dimethyl-5-(4,4,5,5-tetramethyl-1,3,2-dioxaborolan-2-yl)-2,3-dihydro-1-benzofuran-2-carboxamide), ClCCl (dichloromethane), P(=O)([O-])([O-])[O-].[K+].[K+].[K+] (potassium phosphate). The solvent is O1CCOCC1 (1,4-dioxane), O (water). Conditions: temperature 100 celsius, time 8 hour. The product is FC1=C(C(=C(C=C1OC)OC)F)C1=NC=C2C(=N1)NN=C2C=2C=CC1=C(CC(O1)C(=O)N(C)C)C2 (5-[6-(2,6-Difluoro-3,5-dimethoxyphenyl)-1H-pyrazolo[3,4-d]pyrimidin-3-yl]-N,N-dimethyl-2,3-dihydro-1-benzofuran-2-carboxamide). RXN SMILES: [F:1][C:2]1[C:7]([O:8][CH3:9])=[CH:6][C:5]([O:10][CH3:11])=[C:4]([F:12])[C:3]=1[C:13]1[N:18]=[C:17]2[NH:19][N:20]=[C:21](I)[C:16]2=[CH:15][N:14]=1.[CH3:23][N:24]([CH3:45])[C:25]([CH:27]1[CH2:31][C:30]2[CH:32]=[C:33](B3OC(C)(C)C(C)(C)O3)[CH:34]=[CH:35][C:29]=2[O:28]1)=[O:26].ClCCl.P([O-])([O-])([O-])=O.[K+].[K+].[K+]>O1CCOCC1.O>[F:1][C:2]1[C:7]([O:8][CH3:9])=[CH:6][C:5]([O:10][CH3:11])=[C:4]([F:12])[C:3]=1[C:13]1[N:18]=[C:17]2[NH:19][N:20]=[C:21]([C:33]3[CH:34]=[CH:35][C:29]4[O:28][CH:27]([C:25]([N:24]([CH3:23])[CH3:45])=[O:26])[CH2:31][C:30]=4[CH:32]=3)[C:16]2=[CH:15][N:14]=1 |f:3.4.5.6|. Procedure details: A mixture of 6-(2,6-difluoro-3,5-dimethoxyphenyl)-3-iodo-1H-pyrazolo[3,4-d]pyrimidine (15.0 mg, 0.0359 mmol), N,N-dimethyl-5-(4,4,5,5-tetramethyl-1,3,2-dioxaborolan-2-yl)-2,3-dihydro-1-benzofuran-2-carboxamide (13.6 mg, 0.0430 mmol) (Peak I), [1,1′-bis(diphenylphosphino)ferrocene]dichloropalladium(II) complex with dichloromethane (1:1) (1.8 mg, 0.0022 mmol) and potassium phosphate (22.8 mg, 0.108 mmol) in 1,4-dioxane (0.48 mL) and water (0.24 mL) in a reaction vial was sealed, and degassed and r... Reaction conditions: time 20 hour. The solvent is C(C)OCC (diethyl ether). Procedure: Combine 4-(p-methoxybenzyloxy)-2-hydroxymethylbut-1-ene (0.77 g, 3.46 mmol) with pyridine (3 mL) and add dropwise benzoyl chloride (603 μL, 5.2 mmol). Stir the mixture at room temperature for 20 hours. Dilute the reaction mixture with diethyl ether (100 mL) and washed 3X with saturated sodium bicarbonate solution, dry over MgSO4 and concentrate in vacuo. Chromatograph on silica gel eluting with 1/9 ethyl acetate/hexane to give the title compound as an oil. Rf =0.28, silica gel, 1/9 ethyl acetate... Reaction SMILES: [CH3:1][O:2][C:3]1[CH:16]=[CH:15][C:6]([CH2:7][O:8][CH2:9][CH2:10][C:11]([CH2:13][OH:14])=[CH2:12])=[CH:5][CH:4]=1.N1C=CC=CC=1.[C:23](Cl)(=[O:30])[C:24]1[CH:29]=[CH:28][CH:27]=[CH:26][CH:25]=1>C(OCC)C>[CH3:1][O:2][C:3]1[CH:4]=[CH:5][C:6]([CH2:7][O:8][CH2:9][CH2:10][C:11]([CH2:13][O:14][C:23](=[O:30])[C:24]2[CH:29]=[CH:28][CH:27]=[CH:26][CH:25]=2)=[CH2:12])=[CH:15][CH:16]=1. Starting materials: COC1=CC=C(COCCC(=C)CO)C=C1 (4-(p-methoxybenzyloxy)-2-hydroxymethylbut-1-ene), N1=CC=CC=C1 (pyridine), C(C1=CC=CC=C1)(=O)Cl (benzoyl chloride). Yields the product COC1=CC=C(COCCC(=C)COC(C2=CC=CC=C2)=O)C=C1 (4-(p-Methoxybenzyloxy)-2-benzoyloxymethylbut-1-ene).